This data is from the Open Reaction Database (ORD), a public repository of structured organic reaction records. The task is: describe an organic reaction: reactants, conditions, products, and yield Reactants: [Cl-].[NH4+] (ammonium chloride), [OH-].[Ca+2].[OH-] (calcium hydroxide), N (ammonia), C(CC(=O)C)(=O)OC (methyl acetoacetate), C(CCC)(=O)Cl (butyryl chloride), Cl (hydrochloric acid). Solvent: O (water), C(Cl)Cl (methylene chloride). Run at time 2 hour. Product: C(CCC)(=O)CC(=O)OC (methyl butyrylacetate). The yield is 92.9%. RXN SMILES: [OH-].[Ca+2].[OH-].[C:4]([O:10][CH3:11])(=[O:9])[CH2:5][C:6]([CH3:8])=[O:7].[C:12](Cl)(=O)[CH2:13]CC.[Cl-].[NH4+].N.Cl>C(Cl)Cl.O>[C:6]([CH2:5][C:4]([O:10][CH3:11])=[O:9])(=[O:7])[CH2:8][CH2:12][CH3:13] |f:0.1.2,5.6|. Reported procedure: 77.8 g (1.05 mol) of calcium hydroxide were placed in 550 ml of methylene chloride, and 116 g (1.0 mol) of methyl acetoacetate were added dropwise at 20° to 30° C. over 20 minutes, with vigorous stirring. Stirring was then continued for half an hour. 122.6 g (1.15 mol) of butyryl chloride were then metered into the thick suspension at a temperature of 30° to 35° C. over 1.5 hours. Stirring was then continued for 2 hours at 40° C. 56.2 g (1.05 mol) of ammonium chloride in 350 ml of water were the... The reactants are CCO, O=[N+]([O-])c1ccc(C(F)(F)F)c(C(F)(F)F)c1, Cl[Sn]Cl. Yields the product Nc1ccc(C(F)(F)F)c(C(F)(F)F)c1. As a reaction SMILES: [CH3:21][CH2:22][OH:23].[F:1][C:2]([c:3]1[cH:4][c:5]([N+:13]([O-:14])=[O:15])[cH:6][cH:7][c:8]1[C:9]([F:10])([F:11])[F:12])([F:16])[F:17].[Sn:18]([Cl:19])[Cl:20]>>[F:1][C:2]([c:3]1[cH:4][c:5]([NH2:13])[cH:6][cH:7][c:8]1[C:9]([F:10])([F:11])[F:12])([F:16])[F:17]. Starting materials: CC#N, CCOC(C)=O, [Ca+2], COc1cc(Nc2nc3n(n2)CCCCC32SCCCS2)ccc1-n1cnc(Cl)c1, Cl[Hg]Cl, O=C([O-])[O-], O. Yields the product COc1cc(Nc2nc3n(n2)CCCCC3=O)ccc1-n1cnc(Cl)c1. Reaction SMILES: [CH3:36][C:37]#[N:38].[CH3:40][CH2:41][O:42][C:43]([CH3:44])=[O:45].[Ca+2:31].[Cl:1][c:2]1[n:3][cH:4][n:5](-[c:7]2[c:8]([O:29][CH3:30])[cH:9][c:10]([NH:13][c:14]3[n:15][n:16]4[c:17]([n:28]3)[C:18]3([CH2:19][CH2:20][CH2:21][CH2:22]4)[S:23][CH2:24][CH2:25][CH2:26][S:27]3)[cH:11][cH:12]2)[cH:6]1.[Cl:46][Hg:47][Cl:48].[O-:32][C:33](=[O:34])[O-:35].[OH2:39]>>[Cl:1][c:2]1[n:3][cH:4][n:5](-[c:7]2[c:8]([O:29][CH3:30])[cH:9][c:10]([NH:13][c:14]3[n:15][n:16]4[c:17]([n:28]3)[C:18](=[O:32])[CH2:19][CH2:20][CH2:21][CH2:22]4)[cH:11][cH:12]2)[cH:6]1. The reactants are O[C@@H]1CCN2[C@@H]1CN(CC2)C(=O)OC(C)(C)C ((8R*,8aR*)-tert-Butyl 8-hydroxyhexahydropyrrolo[1,2-a]pyrazine-2(1H)-carboxylate), ClC1=NC=C(C=C1)Cl (2,5-dichloropyridine), CC(C)([O-])C.[K+] (potassium tert-butoxide). The solvent is O1CCCC1 (tetrahydrofuran). Run at temperature 80 celsius, time 16 hour. Yields the product tert-butoxycarbonyl, ClC=1C=CC(=NC1)O[C@@H]1CCN2[C@@H]1CN(CC2)C(=O)OC(C)(C)C ((8R*,8aR*)-tert-butyl 8-(5-chloropyridin-2-yloxy)hexahydropyrrolo[1,2-a]pyrazine-2(1H)-carboxylate). Reaction SMILES: [OH:1][C@H:2]1[C@H:6]2[CH2:7][N:8]([C:11]([O:13][C:14]([CH3:17])([CH3:16])[CH3:15])=[O:12])[CH2:9][CH2:10][N:5]2[CH2:4][CH2:3]1.Cl[C:19]1[CH:24]=[CH:23][C:22]([Cl:25])=[CH:21][N:20]=1.CC(C)([O-])C.[K+]>O1CCCC1>[Cl:25][C:22]1[CH:23]=[CH:24][C:19]([O:1][C@H:2]2[C@H:6]3[CH2:7][N:8]([C:11]([O:13][C:14]([CH3:17])([CH3:16])[CH3:15])=[O:12])[CH2:9][CH2:10][N:5]3[CH2:4][CH2:3]2)=[N:20][CH:21]=1 |f:2.3|. Procedure details: (8R*,8aR*)-tert-Butyl 8-hydroxyhexahydropyrrolo[1,2-a]pyrazine-2(1H)-carboxylate (Example 36A, 0.969 g, 4.0 mmol) and 2,5-dichloropyridine (0.651 g, 4.40 mmol) were treated with potassium tert-butoxide (0.987 g, 8.80 mmol) in dry tetrahydrofuran (5 mL). The mixture was heated to 80° C. and stirred for 16 hours. After the mixture cooled to room temperature, the mixture was purified via HPLC (Gilson®, Xbridge™ 30×100 mm column, eluted with pH=10 aqueous ammonium bicarbonate-ammonium hydroxide/meth... Product: C(C1=CC=CC=C1)(=O)N1[C@@H](CC(C1)=C)C(=O)NC=1C=CC=2N(C3=CC=CC=C3C2C1)CC ((2S)-1-benzoyl-N-(9-ethyl-9H-carbazol-3-yl)-4methylene-2-pyrrolidinecarboxamide). The reactants are C(C)(C)(C)OC(=O)N1[C@H](C(=O)O)CC(C1)=C (1-(tert-butoxycarbonyl)-4-methyleneproline), C(C1=CC=CC=C1)(=O)Cl (benzoyl chloride), C(C)N1C2=CC=CC=C2C=2C=C(C=CC12)N (9-ethyl-9H-carbazol-3-amine). Procedure: Following the general method as outlined in Example 22, starting from 1-(tert-butoxycarbonyl)-4-methyleneproline, benzoyl chloride, and 9-ethyl-9H-carbazol-3-amine the title compound was obtained in 52% purity by LC/MS. MS(ESI+): m/z=424.2. Reaction SMILES: C(O[C:6]([N:8]1[CH2:15][C:14](=[CH2:16])[CH2:13][C@H:9]1[C:10]([OH:12])=O)=[O:7])(C)(C)C.C(Cl)(=O)[C:18]1[CH:23]=[CH:22][CH:21]=[CH:20][CH:19]=1.[CH2:26]([N:28]1[C:40]2[CH:39]=[CH:38][C:37]([NH2:41])=[CH:36][C:35]=2[C:34]2[C:29]1=[CH:30][CH:31]=[CH:32][CH:33]=2)[CH3:27]>>[C:6]([N:8]1[CH2:15][C:14](=[CH2:16])[CH2:13][C@H:9]1[C:10]([NH:41][C:37]1[CH:38]=[CH:39][C:40]2[N:28]([CH2:26][CH3:27])[C:29]3[C:34]([C:35]=2[CH:36]=1)=[CH:33][CH:32]=[CH:31][CH:30]=3)=[O:12])(=[O:7])[C:18]1[CH:23]=[CH:22][CH:21]=[CH:20][CH:19]=1.